Dataset: the Open Reaction Database (ORD), a public repository of structured organic reaction records. Task: describe an organic reaction: reactants, conditions, products, and yield Reactants: BrC=1C=C(C=C(C1)[N+](=O)[O-])N(C(C)=O)C (N-(3-bromo-5-nitrophenyl)-N-methylacetamide), O.O.Cl[Sn]Cl (SnCl2.2H2O). Run in C(C)O (ethanol), Cl (HCl). Reaction conditions: time 18 hour. Yields the product NC=1C=C(C=C(C1)Br)N(C(C)=O)C (N-(3-amino-5-bromophenyl)-N-methylacetamide). Yield: 58.6%. As a reaction SMILES: [Br:1][C:2]1[CH:3]=[C:4]([N:11]([CH3:15])[C:12](=[O:14])[CH3:13])[CH:5]=[C:6]([N+:8]([O-])=O)[CH:7]=1.O.O.Cl[Sn]Cl>C(O)C.Cl>[NH2:8][C:6]1[CH:5]=[C:4]([N:11]([CH3:15])[C:12](=[O:14])[CH3:13])[CH:3]=[C:2]([Br:1])[CH:7]=1 |f:1.2.3|. Procedure details: 4.5 g (0.0165 mol) of N-(3-bromo-5-nitrophenyl)-N-methylacetamide were dissolved in 75 ml of ethanol, treated while cooling with a solution of 15.0 g (0.0665 mol) of SnCl2.2H2O in 30 ml of HCl (37%) and stirred at room temperature for 18 hrs. Then, the solvent was removed, the residue was adjusted to pH 8 with sat. NaHCO3 solution, extracted with ethyl acetate and sat. sodium chloride solution and the organic phase was dried over MgSO4, filtered and concentrated. The residue was chromatographed ... Starting materials: Cc1cc(C#N)sc1-c1ccc2c(c1)C(C)(C)OC(=O)N2, COc1ccc(P2(=S)SP(=S)(c3ccc(OC)cc3)S2)cc1, Cc1ccccc1. Product: Cc1cc(C#N)sc1-c1ccc2c(c1)C(C)(C)OC(=S)N2. As a reaction SMILES: [CH3:1][C:2]1([CH3:21])[O:3][C:4](=[O:20])[NH:5][c:6]2[c:7]1[cH:8][c:9](-[c:12]1[c:13]([CH3:19])[cH:14][c:15]([C:17]#[N:18])[s:16]1)[cH:10][cH:11]2.[CH3:22][O:23][c:24]1[cH:25][cH:26][c:27]([P:28]2(=[S:31])[S:29][P:30]([c:32]3[cH:33][cH:34][c:35]([O:36][CH3:37])[cH:38][cH:39]3)(=[S:40])[S:41]2)[cH:42][cH:43]1.[CH3:44][c:45]1[cH:46][cH:47][cH:48][cH:49][cH:50]1>>[CH3:1][C:2]1([CH3:21])[O:3][C:4](=[S:31])[NH:5][c:6]2[c:7]1[cH:8][c:9](-[c:12]1[c:13]([CH3:19])[cH:14][c:15]([C:17]#[N:18])[s:16]1)[cH:10][cH:11]2. Starting materials: CC1=CC=2NC(CCCC2S1)=O (2-methyl-5,6,7,8-tetrahydro-4H-thieno[3,2-b]azepin-5-one), ClCCC(=O)Cl (3-chloropropionyl chloride), [Cl-].[Al+3].[Cl-].[Cl-] (aluminum chloride). The product is ClCCC(=O)C1=C(SC2=C1NC(CCC2)=O)C (3-(3-chloropropionyl)-2-methyl-5,6,7,8-tetrahydro-4H-thieno[3,2-b]azepin-5-one). Isolated yield 74.7%. Solvent: ClC(C)Cl (dichloroethane). RXN SMILES: [CH3:1][C:2]1[S:11][C:10]2[CH2:9][CH2:8][CH2:7][C:6](=[O:12])[NH:5][C:4]=2[CH:3]=1.[Cl:13][CH2:14][CH2:15][C:16](Cl)=[O:17].[Cl-].[Al+3].[Cl-].[Cl-]>ClC(Cl)C>[Cl:13][CH2:14][CH2:15][C:16]([C:3]1[C:4]2[NH:5][C:6](=[O:12])[CH2:7][CH2:8][CH2:9][C:10]=2[S:11][C:2]=1[CH3:1])=[O:17] |f:2.3.4.5|. Reported procedure: To a mixture of 5 g of 2-methyl-5,6,7,8-tetrahydro-4H-thieno[3,2-b]azepin-5-one and 4.5 g of 3-chloropropionyl chloride in 50 ml of dichloroethane was added 9.2 g of aluminum chloride and the mixture was stirred for 3 hours. The mixture was poured into ice-cold water and extracted with chloroform. The organic layer was washed with saline solution, dried over magnesium sulfate and concentrated. The residue was recrystallized from ethanol to give 5.6 g of 3-(3-chloropropionyl)-2-methyl-5,6,7,8-tet... Reaction conditions: time 3 hour. Starting materials: OCC=1C=CC=2SCC(NC2N1)=O (6-Hydroxymethyl-3-oxo-3,4-dihydro-2H-pyrido[3,2-b][1,4]thiazine), C1CCOC1 (THF). The reagents and catalysts are [O-2].[O-2].[Mn+4] (manganese dioxide), [O-2].[O-2].[Mn+4] (manganese dioxide). The solvent is ClCCl (dichloromethane). Yields the product O=C1NC2=C(SC1)C=CC(=N2)C=O (3-Oxo-3,4-dihydro-2H-pyrido[3,2-b][1,4]thiazine-6-carboxaldehyde). Isolated yield 55.1%. Reaction SMILES: [OH:1][CH2:2][C:3]1[CH:4]=[CH:5][C:6]2[S:7][CH2:8][C:9](=[O:13])[NH:10][C:11]=2[N:12]=1.C1COCC1>ClCCl.[O-2].[O-2].[Mn+4]>[O:13]=[C:9]1[CH2:8][S:7][C:6]2[CH:5]=[CH:4][C:3]([CH:2]=[O:1])=[N:12][C:11]=2[NH:10]1 |f:3.4.5|. Procedure details: A solution of 6-Hydroxymethyl-3-oxo-3,4-dihydro-2H-pyrido[3,2-b][1,4]thiazine (330 mg) in dichloromethane (30 mL)/THF (30 mL) was treated with manganese dioxide (730 mg) and stirred at room temperature. Further manganese dioxide was added after 1 hour (730 mg) and 16 hours (300 mg). After a total of 20 hours the mixture was filtered through kieselguhr and the filtrate evaporated. The product was triturated with EtOAc/hexane (1:1) and collected to give a solid (180 mg); MS (APCl−) m/z 195 ([M−H]−...